The task is: describe an organic reaction: reactants, conditions, products, and yield. This data is from the Open Reaction Database (ORD), a public repository of structured organic reaction records. Starting materials: CC(C)(C)OC(=O)N1CCC(=O)CC1Cc1ccccc1, CC(C)(C)[O-], COCCOC, [K+], O, [C-]#[N+]CS(=O)(=O)c1ccc(C)cc1. Product: CC(C)(C)OC(=O)N1CCC(C#N)CC1Cc1ccccc1. Reaction SMILES: [C:1]([CH3:2])([CH3:3])([CH3:4])[O:5][C:6](=[O:7])[N:8]1[CH:9]([CH2:15][c:16]2[cH:17][cH:18][cH:19][cH:20][cH:21]2)[CH2:10][C:11](=[O:14])[CH2:12][CH2:13]1.[CH3:35][C:36]([CH3:37])([O-:38])[CH3:39].[CH3:42][O:43][CH2:44][CH2:45][O:46][CH3:47].[K+:40].[OH2:41].[c:22]1([CH3:23])[cH:24][cH:25][c:26]([S:27](=[O:29])(=[O:30])[CH2:31][N+:32]#[C-:28])[cH:33][cH:34]1>>[C:1]([CH3:2])([CH3:3])([CH3:4])[O:5][C:6](=[O:7])[N:8]1[CH:9]([CH2:15][c:16]2[cH:17][cH:18][cH:19][cH:20][cH:21]2)[CH2:10][CH:11]([C:31]#[N:32])[CH2:12][CH2:13]1. Starting materials: FC=1C(=NC2=CC=CC(=C2N1)C1=CC=2C(NCCC2N1)=O)C (2-(3-fluoro-2-methylquinoxalin-5-yl)-6,7-dihydro-1H-pyrrolo[3,2-c]pyridin-4(5H)-one), Cl.O1CC(CCC1)N (rac-tetrahydro-2H-pyran-3-amine hydrochloride), CCN(C(C)C)C(C)C (DIPEA). Reaction conditions: temperature 100 celsius. Product: CC1=NC2=CC=CC(=C2N=C1NC1COCCC1)C1=CC=2C(NCCC2N1)=O (rac-2-(2-methyl-3-((tetrahydro-2H-pyran-3-yl)amino)quinoxalin-5-yl)-6,7-dihydro-1H-pyrrolo[3,2-c]pyridin-4(5H)-one). The yield is 75.0%. As a reaction SMILES: F[C:2]1[C:3]([CH3:22])=[N:4][C:5]2[C:10]([N:11]=1)=[C:9]([C:12]1[NH:20][C:19]3[CH2:18][CH2:17][NH:16][C:15](=[O:21])[C:14]=3[CH:13]=1)[CH:8]=[CH:7][CH:6]=2.Cl.[O:24]1[CH2:29][CH2:28][CH2:27][CH:26]([NH2:30])[CH2:25]1.CCN(C(C)C)C(C)C>>[CH3:22][C:3]1[C:2]([NH:30][CH:26]2[CH2:27][CH2:28][CH2:29][O:24][CH2:25]2)=[N:11][C:10]2[C:5](=[CH:6][CH:7]=[CH:8][C:9]=2[C:12]2[NH:20][C:19]3[CH2:18][CH2:17][NH:16][C:15](=[O:21])[C:14]=3[CH:13]=2)[N:4]=1 |f:1.2|. Procedure details: Prepared similarly to that described in Example 131 using 2-(3-fluoro-2-methylquinoxalin-5-yl)-6,7-dihydro-1H-pyrrolo[3,2-c]pyridin-4(5H)-one (Example 126; 44 mg, 0.148 mmol), rac-tetrahydro-2H-pyran-3-amine hydrochloride (40.9 mg, 0.297 mmol, Matrix Scientific, Columbia, S.C.), and DIPEA (129 μl, 0.742 mmol), heating at 100° C. for 1 h. Purification by silica gel (100% DCM to 6% MeOH/DCM) provided rac-2-(2-methyl-3-((tetrahydro-2H-pyran-3-yl)amino)quinoxalin-5-yl)-6,7-dihydro-1H-pyrrolo[3,2-c]p... Reactants: COC=1C=C(C=CC1OC)C(C#N)SC1=CC=C(C=C1)C (3,4-dimethoxy-α-[(4-methylphenyl)thio]benzeneacetonitrile), BrCCCCC(C)Cl (1-bromo-5-chlorohexane). The product is ClC(CCCCC(C#N)(C1=CC(=C(C=C1)OC)OC)SC1=CC=C(C=C1)C)C (α-(5-Chlorohexyl)-3,4-dimethoxy-α-[(4-methylphenyl)-thio]benzeneacetonitrile). Yield: 82.0%. Reaction SMILES: [CH3:1][O:2][C:3]1[CH:4]=[C:5]([CH:11]([S:14][C:15]2[CH:20]=[CH:19][C:18]([CH3:21])=[CH:17][CH:16]=2)[C:12]#[N:13])[CH:6]=[CH:7][C:8]=1[O:9][CH3:10].Br[CH2:23][CH2:24][CH2:25][CH2:26][CH:27]([Cl:29])[CH3:28]>>[Cl:29][CH:27]([CH3:28])[CH2:26][CH2:25][CH2:24][CH2:23][C:11]([S:14][C:15]1[CH:16]=[CH:17][C:18]([CH3:21])=[CH:19][CH:20]=1)([C:5]1[CH:6]=[CH:7][C:8]([O:9][CH3:10])=[C:3]([O:2][CH3:1])[CH:4]=1)[C:12]#[N:13]. Reported procedure: The procedure of Example 15 is repeated using 3.8 g of 3,4-dimethoxy-α-[(4-methylphenyl)thio]benzeneacetonitrile and 2.66 g of 1-bromo-5-chlorohexane. This affords 4.35 g of the desired product as a colorless oil. Starting materials: O=C([O-])[O-], CCOC(=O)N(Cc1ccccc1)c1cc(Cl)nc(N)c1[N+](=O)[O-], CC#N, Fc1cn[nH]c1, [K+], [K+]. The product is CCOC(=O)N(Cc1ccccc1)c1cc(-n2cc(F)cn2)nc(N)c1[N+](=O)[O-]. RXN SMILES: [C:31](=[O:32])([O-:33])[O-:34].[CH2:1]([CH3:2])[O:3][C:4]([N:5]([CH2:6][c:7]1[cH:8][cH:9][cH:10][cH:11][cH:12]1)[c:13]1[c:14]([N+:21](=[O:22])[O-:23])[c:15]([NH2:20])[n:16][c:17]([Cl:19])[cH:18]1)=[O:24].[CH3:37][C:38]#[N:39].[F:25][c:26]1[cH:27][n:28][nH:29][cH:30]1.[K+:35].[K+:36]>>[CH2:1]([CH3:2])[O:3][C:4]([N:5]([CH2:6][c:7]1[cH:8][cH:9][cH:10][cH:11][cH:12]1)[c:13]1[c:14]([N+:21](=[O:22])[O-:23])[c:15]([NH2:20])[n:16][c:17](-[n:28]2[cH:27][c:26]([F:25])[cH:30][n:29]2)[cH:18]1)=[O:24]. Starting materials: N1N=C(C2=C1CCC2)C(=O)O (1,4,5,6-tetrahydrocyclopenta[c]pyrazole-3-carboxylic acid), C([O-])(O)=O.[Na+] (sodium bicarbonate), [I-].[Na+] (sodium iodide), II (iodine). Run in ClC(C)Cl (dichloroethane), O (water), ClCCl (dichloromethane). Run at temperature 100 celsius, time 24 hour. Product: IC=1C2=C(NN1)CCC2 (3-iodo-1,4,5,6-tetrahydrocyclopenta[c]pyrazole). Isolated yield 75.4%. RXN SMILES: [NH:1]1[C:5]2[CH2:6][CH2:7][CH2:8][C:4]=2[C:3](C(O)=O)=[N:2]1.C(=O)(O)[O-].[Na+].[I-:17].[Na+].II>ClC(Cl)C.O.ClCCl>[I:17][C:3]1[C:4]2[CH2:8][CH2:7][CH2:6][C:5]=2[NH:1][N:2]=1 |f:1.2,3.4|. Procedure: To a mixture of 1,4,5,6-tetrahydrocyclopenta[c]pyrazole-3-carboxylic acid (0.5 g, 3.29 mmol), and sodium bicarbonate (911 mg, 422 μL, 10.8 mmol) in dichloroethane (5 mL) and water (5 mL) were added in one portion sodium iodide (1.28 g, 8.54 mmol) and iodine (1.08 g, 4.27 mmol) and the mixture heated at to 100° C. (oil bath temperature) with vigorous stirring for 24 h. After cooling to 25° C. the mixture was diluted with dichloromethane then washed with 10% Na2S2O3 and saturated NaHCO3. The organ... The reactants are BrCCC=C (4-bromo-1-butene), COC(=O)C=1C=CC(=CC1)O (methyl p-hydroxybenzoate), C(=O)([O-])[O-].[K+].[K+] (K2CO3). The product is C(CC=C)OC1=CC=C(C(=O)OC)C=C1 (Methyl p-(3-Butenyloxy)benzoate). As a reaction SMILES: Br[CH2:2][CH2:3][CH:4]=[CH2:5].[CH3:6][O:7][C:8]([C:10]1[CH:11]=[CH:12][C:13]([OH:16])=[CH:14][CH:15]=1)=[O:9].C([O-])([O-])=O.[K+].[K+]>CC(C)=O>[CH2:2]([O:16][C:13]1[CH:12]=[CH:11][C:10]([C:8]([O:7][CH3:6])=[O:9])=[CH:15][CH:14]=1)[CH2:3][CH:4]=[CH2:5] |f:2.3.4|. Solvent: CC(=O)C (acetone). Procedure details: A slurry of 4-bromo-1-butene (1.4 g), methyl p-hydroxybenzoate (1.5 g) and K2CO3 (1.8 g) in acetone was heated to reflux for 18 hours. The reaction was cooled, filtered, and concentrated to a yellow oil. The oil was chromatographed with 20% ethyl acetate/hexanes to give the titled compound. Reactants: c1(ccccc1)CN, N1([BH2-])CCCC1.[Li+], C1CN(C[C@@H](C1=O)O)S(=O)(=O)C. Reagents/catalysts: c1ccc(cc1)-c2c3ccccc3cc4ccccc24 (9-Phenylanthracene). Run at temperature 25 celsius, time 18 hour. Product: CS(=O)(=O)N1CC[C@@H](N)[C@@H](O)C1. Reaction SMILES: [CH3:1][S:2]([N:5]1[CH2:11][C@H:9]([OH:10])[C:8](=O)[CH2:7][CH2:6]1)(=[O:4])=[O:3].[NH2:12]Cc1ccccc1.[Li+].[BH3-]N1CCCC1>>[CH3:1][S:2]([N:5]1[CH2:11][C@H:9]([OH:10])[C@H:8]([NH2:12])[CH2:7][CH2:6]1)(=[O:4])=[O:3].